Task: describe an organic reaction: reactants, conditions, products, and yield. Dataset: the Open Reaction Database (ORD), a public repository of structured organic reaction records The reactants are C(CCC)[Li] (n-butyl lithium), COC(C1=CC(=C(C(=C1)OC)OC)OC)OC (3,4,5-trimethoxybenzaldehyde dimethyl acetal), O (water), COC=1C=C(C=O)C=CC1OC (3,4-dimethoxybenzaldehyde). Run in CCCCCC (hexane), O1CCCC1 (tetrahydrofuran), C(C)(=O)OCC (ethyl acetate). Conditions: temperature 0 celsius, time 20 minute. The product is COC(C1=C(C(=C(C(=C1)OC)OC)OC)C(C1=CC(=C(C=C1)OC)OC)O)OC (2-(3,4-dimethoxy-α-hydroxybenzyl)-3,4,5-trimethoxybenzaldehyde dimethyl acetal). Isolated yield 99.3%. Reaction SMILES: C([Li])CCC.[CH3:6][O:7][CH:8]([O:21][CH3:22])[C:9]1[CH:14]=[C:13]([O:15][CH3:16])[C:12]([O:17][CH3:18])=[C:11]([O:19][CH3:20])[CH:10]=1.[CH3:23][O:24][C:25]1[CH:26]=[C:27]([CH:30]=[CH:31][C:32]=1[O:33][CH3:34])[CH:28]=[O:29].O>CCCCCC.O1CCCC1.C(OCC)(=O)C>[CH3:22][O:21][CH:8]([O:7][CH3:6])[C:9]1[CH:14]=[C:13]([O:15][CH3:16])[C:12]([O:17][CH3:18])=[C:11]([O:19][CH3:20])[C:10]=1[CH:28]([OH:29])[C:27]1[CH:30]=[CH:31][C:32]([O:33][CH3:34])=[C:25]([O:24][CH3:23])[CH:26]=1. Procedure: 136 ml of a 1.6M n-butyl lithium solution in hexane are added to a solution of 48.5 g of 3,4,5-trimethoxybenzaldehyde dimethyl acetal in 485 ml of tetrahydrofuran under stirring at 0° C. for about 20 minutes. The mixture is further stirred at 0° C. for 30 minutes, and 33.2 g of 3,4-dimethoxybenzaldehyde are added thereto. After stirring the mixture at 0° to 10° C. for 2 hours, 780 ml of water and 780 ml of ethyl acetate are added thereto. After shaking the mixture, the organic layer is separated... Reactants: COC(=O)c1ccccc1N, CCO, O, Cc1ccc(S(=O)(=O)Cl)cc1, c1ccncc1. The product is COC(=O)c1ccccc1NS(=O)(=O)c1ccc(C)cc1. Reaction SMILES: [CH3:1][O:2][C:3]([c:4]1[c:5]([NH2:10])[cH:6][cH:7][cH:8][cH:9]1)=[O:11].[CH3:24][CH2:25][OH:26].[OH2:23].[c:12]1([CH3:22])[cH:13][cH:14][c:15]([S:18](=[O:19])(=[O:20])[Cl:21])[cH:16][cH:17]1.[cH:27]1[cH:28][cH:29][n:30][cH:31][cH:32]1>>[CH3:1][O:2][C:3]([c:4]1[c:5]([NH:10][S:18]([c:15]2[cH:14][cH:13][c:12]([CH3:22])[cH:17][cH:16]2)(=[O:19])=[O:20])[cH:6][cH:7][cH:8][cH:9]1)=[O:11]. Starting materials: BrC1=C(C=NC=C1)C=O (4-bromo-pyridine-3-carbaldehyde), C1(=CC=CC=C1)[Mg]Br (phenylmagnesium bromide). The solvent is C1CCOC1 (THF), C1CCOC1 (THF). Run at time 15 minute. The product is BrC1=C(C=NC=C1)C(O)C1=CC=CC=C1 ((4-bromo-pyridin-3-yl)-phenyl-methanol). RXN SMILES: [Br:1][C:2]1[CH:7]=[CH:6][N:5]=[CH:4][C:3]=1[CH:8]=[O:9].[C:10]1([Mg]Br)[CH:15]=[CH:14][CH:13]=[CH:12][CH:11]=1>C1COCC1>[Br:1][C:2]1[CH:7]=[CH:6][N:5]=[CH:4][C:3]=1[CH:8]([C:10]1[CH:15]=[CH:14][CH:13]=[CH:12][CH:11]=1)[OH:9]. Reported procedure: To a solution of 4-bromo-pyridine-3-carbaldehyde (400 mg, 2.15 mmol) in THF (10 mL) at −78° C. was added dropwise 3.0 M phenylmagnesium bromide solution in THF (1.08 mL). After 15 min, the reaction was quenched with saturated ammonium chloride solution and extracted with ethyl acetate, then purification by flash chromatography eluted with 50% ethyl acetate in hexane to yield (4-bromo-pyridin-3-yl)-phenyl-methanol as slight yellow crystals. Starting materials: CC(=O)c1ccc(N2CCNCC2)cc1, COc1nc(C)c(C)nc1NC(=O)Oc1ccccc1. The product is COc1nc(C)c(C)nc1NC(=O)N1CCN(c2ccc(C(C)=O)cc2)CC1. As a reaction SMILES: [C:21]([CH3:22])(=[O:23])[c:24]1[cH:25][cH:26][c:27]([N:30]2[CH2:31][CH2:32][NH:33][CH2:34][CH2:35]2)[cH:28][cH:29]1.[CH3:1][c:2]1[n:3][c:4]([NH:11][C:12]([O:13][c:14]2[cH:15][cH:16][cH:17][cH:18][cH:19]2)=[O:20])[c:5]([O:9][CH3:10])[n:6][c:7]1[CH3:8]>>[CH3:1][c:2]1[n:3][c:4]([NH:11][C:12](=[O:20])[N:33]2[CH2:32][CH2:31][N:30]([c:27]3[cH:26][cH:25][c:24]([C:21]([CH3:22])=[O:23])[cH:29][cH:28]3)[CH2:35][CH2:34]2)[c:5]([O:9][CH3:10])[n:6][c:7]1[CH3:8]. The product is C(C)OC(=O)C=1OC2=C(C1C)C(=CC=C2)N(C)S(=O)(=O)C (4-(methanesulfonyl-methyl-amino)-3-methyl-benzofuran-2-carboxylic acid ethyl ester). Reaction SMILES: [CH2:1]([O:3][C:4]([C:6]1[O:7][C:8]2[CH:15]=[CH:14][CH:13]=[C:12]([NH:16][S:17]([CH3:20])(=[O:19])=[O:18])[C:9]=2[C:10]=1[CH3:11])=[O:5])[CH3:2].[C:21]([O-])([O-])=O.[K+].[K+].IC>CN(C=O)C>[CH2:1]([O:3][C:4]([C:6]1[O:7][C:8]2[CH:15]=[CH:14][CH:13]=[C:12]([N:16]([S:17]([CH3:20])(=[O:18])=[O:19])[CH3:21])[C:9]=2[C:10]=1[CH3:11])=[O:5])[CH3:2] |f:1.2.3|. Run in CN(C)C=O (DMF). The yield is 100.0%. Reaction conditions: temperature 80 celsius. Starting materials: IC (iodomethane), C(C)OC(=O)C=1OC2=C(C1C)C(=CC=C2)NS(=O)(=O)C (4-methanesulfonylamino-3-methyl-benzofuran-2-carboxylic acid ethyl ester), C(C)OC(=O)C=1OC2=C(C1C)C(=CC=C2)NS(=O)(=O)C (4-methanesulfonylamino-3-methyl-benzofuran-2-carboxylic acid ethyl ester), C(=O)([O-])[O-].[K+].[K+] (K2CO3). Reported procedure: To a mixture of the product of Example 36, Step 1, 4-methanesulfonylamino-3-methyl-benzofuran-2-carboxylic acid ethyl ester (438 mg, 1.47 mmol, 1 eq) and K2CO3 (430 mg, 3.11 mmol, 2.1 eq) in 4 mL of DMF under nitrogen was added 0.18 mL of iodomethane (2.89 mmol, 2 eq). The reaction mixture was sealed and heated to 80° C. for 18 h. After cooling to room temperature and work up, 4-(methanesulfonyl-methyl-amino)-3-methyl-benzofuran-2-carboxylic acid ethyl ester was obtained in pure form without fur... The product is CNC(C)Cc1ccc(OC)c(OC)c1. Reaction SMILES: [BH4-:17].[CH3:15][NH2:16].[CH3:1][O:2][c:3]1[cH:4][c:5]([CH2:11][C:12]([CH3:13])=[O:14])[cH:6][cH:7][c:8]1[O:9][CH3:10].[CH3:20][OH:21].[ClH:19].[Na+:18]>>[CH3:1][O:2][c:3]1[cH:4][c:5]([CH2:11][CH:12]([CH3:13])[NH:16][CH3:15])[cH:6][cH:7][c:8]1[O:9][CH3:10]. The reactants are [BH4-], CN, COc1ccc(CC(C)=O)cc1OC, CO, Cl, [Na+]. The reactants are C(C)(C)(C)P(C(C)(C)C)C(C)(C)C (tri-t-butylphosphine), hexanes, BrC=1C=C2C(=CNC2=CC1)CCN(C)C ([2-(5-Bromo-1H-indol-3-yl)-ethyl]-dimethylamine), CN(C=O)C (N,N-dimethylformamide). The reagents and catalysts are [Zn] (Zinc), C=1C=CC(=CC1)/C=C/C(=O)/C=C/C2=CC=CC=C2.C=1C=CC(=CC1)/C=C/C(=O)/C=C/C2=CC=CC=C2.C=1C=CC(=CC1)/C=C/C(=O)/C=C/C2=CC=CC=C2.[Pd].[Pd] (tris(dibenzylideneacetone)dipalladium(0)), [C-]#N.[Zn+2].[C-]#N (Zinc cyanide). Solvent: O (water). Reaction conditions: time 15 minute. Product: CN(CCC1=CNC2=CC=C(C=C12)C#N)C (3-(2-(Dimethylamino)ethyl)-1H-indole-5-carbonitrile), residue. The yield is 37.6%. As a reaction SMILES: Br[C:2]1[CH:3]=[C:4]2[C:8](=[CH:9][CH:10]=1)[NH:7][CH:6]=[C:5]2[CH2:11][CH2:12][N:13]([CH3:15])[CH3:14].[CH3:16][N:17](C)C=O.C(P(C(C)(C)C)C(C)(C)C)(C)(C)C>O.[C-]#N.[Zn+2].[C-]#N.[Zn].C1C=CC(/C=C/C(/C=C/C2C=CC=CC=2)=O)=CC=1.C1C=CC(/C=C/C(/C=C/C2C=CC=CC=2)=O)=CC=1.C1C=CC(/C=C/C(/C=C/C2C=CC=CC=2)=O)=CC=1.[Pd].[Pd]>[CH3:14][N:13]([CH3:15])[CH2:12][CH2:11][C:5]1[C:4]2[C:8](=[CH:9][CH:10]=[C:2]([C:16]#[N:17])[CH:3]=2)[NH:7][CH:6]=1 |f:4.5.6,8.9.10.11.12|. Procedure: [2-(5-Bromo-1H-indol-3-yl)-ethyl]-dimethylamine (16) (500.0 mg, 1.872 mmol) (U.S. Pat. No. 5,998,438) was placed in an argon purged oven dried flask fitted with a stirbar. Zinc cyanide (395.0 mg, 3.368 mmol, 1.8 equivalents); Zinc powder (14.7 mg. 0.225 mmol, 0.12 equivalents) and tris(dibenzylideneacetone)dipalladium(0) (42.9 mg, 0.0468 mmol, 0.025 equivalents) were added sequentially followed by anhydrous N,N-dimethylformamide (15 mL). A solution of tri-t-butylphosphine in hexanes (10 wt %, 18... Reactants: N#Cc1ccccc1-c1cc(-c2ccccn2)cn(-c2cccc(CO)c2)c1=O, CC(=O)OC(C)=O, c1ccncc1. Yields the product CC(=O)OCc1cccc(-n2cc(-c3ccccn3)cc(-c3ccccc3C#N)c2=O)c1. As a reaction SMILES: [C:1](#[N:2])[c:3]1[c:4](-[c:9]2[c:10](=[O:29])[n:11](-[c:21]3[cH:22][c:23]([CH2:27][OH:28])[cH:24][cH:25][cH:26]3)[cH:12][c:13](-[c:15]3[n:16][cH:17][cH:18][cH:19][cH:20]3)[cH:14]2)[cH:5][cH:6][cH:7][cH:8]1.[CH3:30][C:31](=[O:32])[O:33][C:34](=[O:35])[CH3:36].[cH:37]1[cH:38][cH:39][n:40][cH:41][cH:42]1>>[C:1](#[N:2])[c:3]1[c:4](-[c:9]2[c:10](=[O:29])[n:11](-[c:21]3[cH:22][c:23]([CH2:27][O:28][C:31]([CH3:30])=[O:32])[cH:24][cH:25][cH:26]3)[cH:12][c:13](-[c:15]3[n:16][cH:17][cH:18][cH:19][cH:20]3)[cH:14]2)[cH:5][cH:6][cH:7][cH:8]1. Starting materials: CSC1=NC=CC(N1)=O (2-Methylthio-3H-pyrimidin-4-one), O (H2O), [Li+].C[Si](C)(C)[N-][Si](C)(C)C (LiHMDS), CI (MeI). Solvent: CN(C)C=O (DMF), CN(C)C=O (DMF). Run at temperature 0 celsius. Product: CN1C(=NC=CC1=O)SC (3-methyl-2-methylthio-3H-pyrimidin-4-one). Reaction SMILES: [CH3:1][S:2][C:3]1[NH:8][C:7](=[O:9])[CH:6]=[CH:5][N:4]=1.[Li+].[CH3:11][Si]([N-][Si](C)(C)C)(C)C.CI.O>CN(C=O)C>[CH3:11][N:8]1[C:7](=[O:9])[CH:6]=[CH:5][N:4]=[C:3]1[S:2][CH3:1] |f:1.2|. Reported procedure: 2-Methylthio-3H-pyrimidin-4-one (Step 1, 6.29 g, 44.2 mmol) was suspended in DMF (100 mL), cooled to 0° C., and additional DMF (50 mL) was added. Solid LiHMDS (9.58 g, 57.3 mmol) was added in one portion, and the reaction was stirred at 0° C. MeI (3.6 mL, 57.8 mmol) was added via syringe, and the reaction was warmed to RT and stirred for 20.75 h. At this time, the mixture was poured into 300 mL H2O and extracted exhaustively with EtOAc. The organic extracts were combined, dried over Na2SO4, filt...